This data is from the Open Reaction Database (ORD), a public repository of structured organic reaction records. The task is: describe an organic reaction: reactants, conditions, products, and yield The solvent is ClCCl (dichloromethane). RXN SMILES: [NH2:1][C@H:2]([CH2:25][CH3:26])[C:3]([NH:5][C:6]1[CH:7]=[N:8][C:9]([O:12][C:13]2[C:18]3[C:19]([CH:22]([CH3:24])[CH3:23])=[N:20][O:21][C:17]=3[CH:16]=[CH:15][CH:14]=2)=[CH:10][CH:11]=1)=[O:4].Cl[C:28](Cl)([O:30]C(=O)OC(Cl)(Cl)Cl)Cl>ClCCl>[CH2:25]([C@H:2]1[NH:1][C:28](=[O:30])[N:5]([C:6]2[CH:7]=[N:8][C:9]([O:12][C:13]3[C:18]4[C:19]([CH:22]([CH3:23])[CH3:24])=[N:20][O:21][C:17]=4[CH:16]=[CH:15][CH:14]=3)=[CH:10][CH:11]=2)[C:3]1=[O:4])[CH3:26]. Procedure: (2R)-2-amino-N-(6-{[3-(1-methylethyl)-1,2-benzisoxazol-4-yl]oxy}-3-pyridinyl)butanamide (Intermediate 44) was dissolved in dichloromethane (1.0 ml) and TEA (3 μL, 0.022 mmol) was added. The reaction mixture was cooled down to 0° C. and triphosgene (0.6 mg, 1.98 μmol) was added and the mixture was stirred at that temperature for 30 minutes. The reaction mixture was quenched with water and water was removed by addition of sodium sulphate. The organic phase was pipetted off and evaporated and the r... Reaction conditions: temperature 0 celsius, time 30 minute. Product: C(C)[C@@H]1C(N(C(N1)=O)C=1C=NC(=CC1)OC1=CC=CC2=C1C(=NO2)C(C)C)=O ((5R)-5-ethyl-3-(6-{[3-(1-methylethyl)-1,2-benzisoxazol-4-yl]oxy}-3-pyridinyl)-2,4-imidazolidinedione). Reactants: ClC(Cl)(OC(OC(Cl)(Cl)Cl)=O)Cl (triphosgene), N[C@@H](C(=O)NC=1C=NC(=CC1)OC1=CC=CC2=C1C(=NO2)C(C)C)CC ((2R)-2-amino-N-(6-{[3-(1-methylethyl)-1,2-benzisoxazol-4-yl]oxy}-3-pyridinyl)butanamide), N[C@@H](C(=O)NC=1C=NC(=CC1)OC1=CC=CC2=C1C(=NO2)C(C)C)CC ((2R)-2-amino-N-(6-{[3-(1-methylethyl)-1,2-benzisoxazol-4-yl]oxy}-3-pyridinyl)butanamide), TEA. Reactants: CC(NC(=O)OC(C)(C)C)c1ccc(CCNC(=O)OCc2ccccc2)cc1, CCO, C1=CCC=CC1. Product: CC(NC(=O)OC(C)(C)C)c1ccc(CCN)cc1. Reaction SMILES: [C:1]([CH3:2])([CH3:3])([CH3:4])[O:5][C:6]([NH:7][CH:8]([CH3:9])[c:10]1[cH:11][cH:12][c:13]([CH2:16][CH2:17][NH:18][C:19]([O:20][CH2:21][c:22]2[cH:23][cH:24][cH:25][cH:26][cH:27]2)=[O:28])[cH:14][cH:15]1)=[O:29].[CH3:36][CH2:37][OH:38].[CH:30]1=[CH:35][CH2:34][CH:33]=[CH:32][CH2:31]1>>[C:1]([CH3:2])([CH3:3])([CH3:4])[O:5][C:6]([NH:7][CH:8]([CH3:9])[c:10]1[cH:11][cH:12][c:13]([CH2:16][CH2:17][NH2:18])[cH:14][cH:15]1)=[O:29]. Reactants: OC1=CC=C(C=C1)C(C(=O)O)O (4-hydroxyphenylglycolic acid), C(=O)=O (carbon dioxide), FeCl3. The solvent is monohydrate, O (water). Reaction conditions: time 30 minute. The product is OC1=CC=C(C=O)C=C1 (4-hydroxybenzaldehyde). As a reaction SMILES: [OH:1][C:2]1[CH:7]=[CH:6][C:5]([CH:8]([OH:12])C(O)=O)=[CH:4][CH:3]=1.C(=O)=O>O>[OH:1][C:2]1[CH:7]=[CH:6][C:5]([CH:8]=[O:12])=[CH:4][CH:3]=1. Procedure details: 9.3 g of 4-hydroxyphenylglycolic acid in the form of the monohydrate (molecular weight 186) are dissolved in 50 g of water, and 82 g of an aqueous 20% FeCl3 solution are added over a period of 20 to 30 minutes at 75° to 80° C., initiating a vigorous evolution of carbon dioxide which stops after another 30 minutes at 100° C. The reaction takes place at a pH-value of from 2 to 0.8. Most of the 4-hydroxybenzaldehyde formed crystallises out of the acid oxidation solution on cooling to 0° C. and is f... Reactants: COc1ccc(N(CCc2ccc(C(F)(F)F)cc2)C(=O)C(C(=O)OCc2ccccc2)c2ccccc2)cc1OC, CCOC(C)=O, CC(=O)O. Yields the product COc1ccc(N(CCc2ccc(C(F)(F)F)cc2)C(=O)C(C(=O)O)c2ccccc2)cc1OC. As a reaction SMILES: [CH2:1]([c:2]1[cH:3][cH:4][cH:5][cH:6][cH:7]1)[O:8][C:9]([CH:10]([C:11](=[O:12])[N:13]([CH2:14][CH2:15][c:16]1[cH:17][cH:18][c:19]([C:22]([F:23])([F:24])[F:25])[cH:20][cH:21]1)[c:26]1[cH:27][c:28]([O:34][CH3:35])[c:29]([O:32][CH3:33])[cH:30][cH:31]1)[c:36]1[cH:37][cH:38][cH:39][cH:40][cH:41]1)=[O:42].[CH3:43][CH2:44][O:45][C:46](=[O:47])[CH3:48].[CH3:49][C:50](=[O:51])[OH:52]>>[O:8]=[C:9]([CH:10]([C:11](=[O:12])[N:13]([CH2:14][CH2:15][c:16]1[cH:17][cH:18][c:19]([C:22]([F:23])([F:24])[F:25])[cH:20][cH:21]1)[c:26]1[cH:27][c:28]([O:34][CH3:35])[c:29]([O:32][CH3:33])[cH:30][cH:31]1)[c:36]1[cH:37][cH:38][cH:39][cH:40][cH:41]1)[OH:42].